This data is from the Open Reaction Database (ORD), a public repository of structured organic reaction records. The task is: describe an organic reaction: reactants, conditions, products, and yield The reactants are CN1CCCC1=O, CCN(C(C)C)C(C)C, Fc1ccc(-c2ccc3nc(Cl)nc(NC4(C(F)(F)F)CC4)c3n2)cc1, Cl, O=C(O)C(F)(F)F, NCc1ccc(S(N)(=O)=O)cc1. The product is NS(=O)(=O)c1ccc(CNc2nc(NC3(C(F)(F)F)CC3)c3nc(-c4ccc(F)cc4)ccc3n2)cc1. RXN SMILES: [CH3:56][N:57]1[CH2:58][CH2:59][CH2:60][C:61]1=[O:62].[CH:40]([N:41]([CH:42]([CH3:43])[CH3:44])[CH2:45][CH3:46])([CH3:47])[CH3:48].[Cl:1][c:2]1[n:3][c:4]([NH:19][C:20]2([C:23]([F:24])([F:25])[F:26])[CH2:21][CH2:22]2)[c:5]2[c:6]([n:7]1)[cH:8][cH:9][c:10](-[c:12]1[cH:13][cH:14][c:15]([F:18])[cH:16][cH:17]1)[n:11]2.[ClH:27].[F:49][C:50]([F:51])([F:52])[C:53]([OH:54])=[O:55].[NH2:28][CH2:29][c:30]1[cH:31][cH:32][c:33]([S:36](=[O:37])(=[O:38])[NH2:39])[cH:34][cH:35]1>>[c:2]1([NH:28][CH2:29][c:30]2[cH:31][cH:32][c:33]([S:36](=[O:37])(=[O:38])[NH2:39])[cH:34][cH:35]2)[n:3][c:4]([NH:19][C:20]2([C:23]([F:24])([F:25])[F:26])[CH2:21][CH2:22]2)[c:5]2[c:6]([n:7]1)[cH:8][cH:9][c:10](-[c:12]1[cH:13][cH:14][c:15]([F:18])[cH:16][cH:17]1)[n:11]2. Starting materials: FC(OC=1C=C(C=CC1)O)(F)F (3-trifluoromethoxy-phenol), C(Cl)C1CO1 (epichlorohydrin). Product: FC(OC=1C=C(OCC2OC2)C=CC1)(F)F (2-(3-Trifluoromethoxy-phenoxymethyl)-oxirane). Reaction SMILES: [F:1][C:2]([F:12])([F:11])[O:3][C:4]1[CH:5]=[C:6]([OH:10])[CH:7]=[CH:8][CH:9]=1.[CH2:13]([CH:15]1[O:17][CH2:16]1)Cl>>[F:1][C:2]([F:11])([F:12])[O:3][C:4]1[CH:5]=[C:6]([CH:7]=[CH:8][CH:9]=1)[O:10][CH2:13][CH:15]1[CH2:16][O:17]1. Procedure details: The title compound was prepared from 3-trifluoromethoxy-phenol and epichlorohydrin employing the procedures as set forth in Step 1 of Example 2.